Dataset: the Open Reaction Database (ORD), a public repository of structured organic reaction records. Task: describe an organic reaction: reactants, conditions, products, and yield Reactants: O=C([O-])[O-], CC(C)(C)OC(=O)OC(=O)[O-], C1CCOC1, Cl, [K+], [K+], O=C(O)C1CNC1, O. Yields the product CC(C)(C)OC(=O)N1CC(C(=O)O)C1. RXN SMILES: [C:19](=[O:20])([O-:21])[O-:22].[C:1]([CH3:2])([CH3:3])([CH3:4])[O:5][C:6]([O:8][C:7]([O-:9])=[O:10])=[O:11].[CH2:27]1[O:28][CH2:29][CH2:30][CH2:31]1.[ClH:25].[K+:23].[K+:24].[NH:12]1[CH2:13][CH:14]([C:16](=[O:17])[OH:18])[CH2:15]1.[OH2:26]>>[C:1]([CH3:2])([CH3:3])([CH3:4])[O:5][C:6](=[O:8])[N:12]1[CH2:13][CH:14]([C:16](=[O:17])[OH:18])[CH2:15]1. Reactants: COC(CC(C)=O)=O (3-oxo-butyric acid methyl ester), R3—(CH2)m—NH2, N1(CCCCC1)N (1-piperidinamine), BrCC(=O)C1=C(C=CC(=C1)OC)OC (2-bromo-1-(2,5-dimethoxy-phenyl)-ethanone), ClC1=C(CCN)C=CC=C1 (2-chloro-phenethylamine). The product is N1(CCCCC1)NC(=O)C1=C(N(C(=C1)C1=C(C=CC(=C1)OC)OC)CCC1=C(C=CC=C1)Cl)C (1-[2-(2-Chloro-phenyl)-ethyl]-5-(2,5-dimethoxy-phenyl)-2-methyl-1H-pyrrole-3-carboxylic acid piperidin-1-ylamide). RXN SMILES: C[O:2][C:3](=O)[CH2:4][C:5](=O)[CH3:6].Br[CH2:10][C:11]([C:13]1[CH:18]=[C:17]([O:19][CH3:20])[CH:16]=[CH:15][C:14]=1[O:21][CH3:22])=O.[Cl:23][C:24]1[CH:32]=[CH:31][CH:30]=[CH:29][C:25]=1[CH2:26][CH2:27][NH2:28].[N:33]1([NH2:39])[CH2:38][CH2:37][CH2:36][CH2:35][CH2:34]1>>[N:33]1([NH:39][C:3]([C:4]2[CH:10]=[C:11]([C:13]3[CH:18]=[C:17]([O:19][CH3:20])[CH:16]=[CH:15][C:14]=3[O:21][CH3:22])[N:28]([CH2:27][CH2:26][C:25]3[CH:29]=[CH:30][CH:31]=[CH:32][C:24]=3[Cl:23])[C:5]=2[CH3:6])=[O:2])[CH2:38][CH2:37][CH2:36][CH2:35][CH2:34]1. Procedure details: The title compound was synthesized in analogy to Example 68, using 3-oxo-butyric acid methyl ester as compound of formula R, 2-bromo-1-(2,5-dimethoxy-phenyl)-ethanone as compound of formula S, 2-chloro-phenethylamine as R3—(CH2)m—NH2 and 1-piperidinamine as R1R2NH, MS (ISP) 482.2 (M+H)+. The product is CN1CCN(c2ccnc(-c3cccs3)c2)CC1. RXN SMILES: [CH3:13][N:14]1[CH2:15][CH2:16][NH:17][CH2:18][CH2:19]1.[CH3:20][CH:21]([OH:22])[CH3:23].[Cl:1][c:2]1[cH:3][c:4](-[c:8]2[s:9][cH:10][cH:11][cH:12]2)[n:5][cH:6][cH:7]1.[ClH:24].[OH2:25]>>[c:2]1([N:17]2[CH2:16][CH2:15][N:14]([CH3:13])[CH2:19][CH2:18]2)[cH:3][c:4](-[c:8]2[s:9][cH:10][cH:11][cH:12]2)[n:5][cH:6][cH:7]1. Reactants: CN1CCNCC1, CC(C)O, Clc1ccnc(-c2cccs2)c1, Cl, O. The reactants are CC=1NC(=C(C1C(=O)OCC)C)C (2,4,5-Trimethyl-3-carbethoxy-pyrrole), C=O (paraformaldehyde). Yields the product CC1=C(C(=C(N1)C)C)C (tetramethyl pyrrole). RXN SMILES: [CH3:1][C:2]1[NH:3][C:4]([CH3:13])=[C:5]([CH3:12])[C:6]=1[C:7](OCC)=O.C=O>>[CH3:1][C:2]1[NH:3][C:4]([CH3:13])=[C:5]([CH3:12])[C:6]=1[CH3:7]. Procedure: 2,4,5-Trimethyl-3-carbethoxy-pyrrole was reductively alkylated using paraformaldehyde to yield tetramethyl pyrrole. ##STR82## Starting materials: NC=1SC=C(N1)C1=CC=C(C(=O)NC2CC2)C=C1 (4-(2-Amino-thiazol-4-yl)-N-cyclopropyl-benzamide), COC=1C=CC(=CC1)P2(=S)SP(=S)(S2)C=3C=CC(=CC3)OC (Lawesson's reagent). Solvent: C1CCOC1 (THF). Conditions: temperature 70 celsius. The product is NC=1SC=C(N1)C1=CC=C(C(=S)NC2CC2)C=C1 (4-(2-Amino-thiazol-4-yl)-N-cyclopropyl-thiobenzamide). As a reaction SMILES: [NH2:1][C:2]1[S:3][CH:4]=[C:5]([C:7]2[CH:18]=[CH:17][C:10]([C:11]([NH:13][CH:14]3[CH2:16][CH2:15]3)=O)=[CH:9][CH:8]=2)[N:6]=1.COC1C=CC(P2(SP(C3C=CC(OC)=CC=3)(=S)S2)=[S:28])=CC=1>C1COCC1>[NH2:1][C:2]1[S:3][CH:4]=[C:5]([C:7]2[CH:18]=[CH:17][C:10]([C:11]([NH:13][CH:14]3[CH2:16][CH2:15]3)=[S:28])=[CH:9][CH:8]=2)[N:6]=1. Reported procedure: A solution of 4-(2-Amino-thiazol-4-yl)-N-cyclopropyl-benzamide (265 mg, 1 mmol), in THF (5 mL), was treated with Lawesson's reagent (0.75 eq) and heated to 70° C. overnight in a sealed vial. The reaction was cooled, filtered and the solvents removed. The resulting mixture was redissolved in 5 ml of 90% DMF, 10% water with 0.1% TFA and purified by reverse phase HPLC to give the product. MS: 275.4 (M+H+). Starting materials: CC1=NN(c2ccc3c(=O)n(CC(C)C)c(CN(C(=O)[O-])C(C)(C)C)c(-c4ccccc4)c3c2)CO1, CCOC(C)=O, Cl. Product: CC1=NN(c2ccc3c(=O)n(CC(C)C)c(CN)c(-c4ccccc4)c3c2)CO1. Reaction SMILES: [C:1]([N:5]([C:2](=[O:3])[O-:4])[CH2:9][c:10]1[n:11]([CH2:33][CH:34]([CH3:35])[CH3:36])[c:12](=[O:32])[c:13]2[cH:14][cH:15][c:16]([N:26]3[CH2:27][O:28][C:29]([CH3:31])=[N:30]3)[cH:17][c:18]2[c:19]1-[c:20]1[cH:21][cH:22][cH:23][cH:24][cH:25]1)([CH3:6])([CH3:7])[CH3:8].[CH3:38][CH2:39][O:40][C:41](=[O:42])[CH3:43].[ClH:37]>>[NH2:5][CH2:9][c:10]1[n:11]([CH2:33][CH:34]([CH3:35])[CH3:36])[c:12](=[O:32])[c:13]2[cH:14][cH:15][c:16]([N:26]3[CH2:27][O:28][C:29]([CH3:31])=[N:30]3)[cH:17][c:18]2[c:19]1-[c:20]1[cH:21][cH:22][cH:23][cH:24][cH:25]1. Reactants: Cl.O1CCOC12CCC(CC2)C(CC)N (1-(1,4-dioxaspiro[4.5]decan-8-yl)propan-1-amine HCl salt), TEA, CN(C(=O)Cl)C (dimethylcarbamic chloride). Solvent: ClCCl (dichloromethane). Reaction conditions: temperature 0 celsius. Product: O1CCOC12CCC(CC2)C(CC)NC(=O)N(C)C (1-(1-{1,4-dioxaspiro[4.5]decan-8-yl}propyl)-3,3-dimethylurea). Reaction SMILES: Cl.[O:2]1[C:6]2([CH2:11][CH2:10][CH:9]([CH:12]([NH2:15])[CH2:13][CH3:14])[CH2:8][CH2:7]2)[O:5][CH2:4][CH2:3]1.[CH3:16][N:17]([CH3:21])[C:18](Cl)=[O:19]>ClCCl>[O:2]1[C:6]2([CH2:11][CH2:10][CH:9]([CH:12]([NH:15][C:18]([N:17]([CH3:21])[CH3:16])=[O:19])[CH2:13][CH3:14])[CH2:8][CH2:7]2)[O:5][CH2:4][CH2:3]1 |f:0.1|. Procedure details: Into a 50 mL round-bottom flask was placed a solution of 1-1,4-dioxaspiro[4.5]decan-8-ylpropan-1-amine hydrochloride (as prepared in Example 104 Step B) (50 mg, 0.21 mmol, 1.00 equiv) in dichloromethane (10 mL) and TEA (42.8 mg, 0.42 mmol, 2.00 equiv). This was followed by the addition of dimethylcarbamic chloride (27.5 mg, 0.25 mmol, 1.20 equiv) dropwise with stirring at 0° C. The resulting solution was stirred overnight at room temperature. The reaction was then quenched by the addition of 20 ... Reactants: N (ammonia), ClC(=O)N1C2=C(NC(C3=C1C=CC=C3)=O)C=CC=N2 (11-(chlorocarbonyl)-5,11-dihydro-6H-pyrido[2,3-b][1,4]benzodiazepin-6-one), C(C)N(CCC1NCCCC1)CC (2-[2-(diethylamino)ethyl]piperidine), C(C)#N (acetonitrile). Solvent: C(C)(=O)OCC.C1CCCCC1.CO (ethyl acetate cyclohexane methanol), ClCCl (dichloromethane). Yields the product C(C)N(CCC1N(CCCC1)C(=O)N1C2=C(NC(C3=C1C=CC=C3)=O)C=CC=N2)CC (11-[[2-[2-(Diethylamino)ethyl]-1-piperidinyl]carbonyl]-5,11-dihydro-6H-pyrido[2,3-b][1,4]benzodiazepin-6-one). Isolated yield 37.0%. RXN SMILES: Cl[C:2]([N:4]1[C:10]2[CH:11]=[CH:12][CH:13]=[CH:14][C:9]=2[C:8](=[O:15])[NH:7][C:6]2[CH:16]=[CH:17][CH:18]=[N:19][C:5]1=2)=[O:3].[CH2:20]([N:22]([CH2:31][CH3:32])[CH2:23][CH2:24][CH:25]1[CH2:30][CH2:29][CH2:28][CH2:27][NH:26]1)[CH3:21].C(#N)C.N>C(OCC)(=O)C.C1CCCCC1.CO.ClCCl>[CH2:31]([N:22]([CH2:20][CH3:21])[CH2:23][CH2:24][CH:25]1[CH2:30][CH2:29][CH2:28][CH2:27][N:26]1[C:2]([N:4]1[C:10]2[CH:11]=[CH:12][CH:13]=[CH:14][C:9]=2[C:8](=[O:15])[NH:7][C:6]2[CH:16]=[CH:17][CH:18]=[N:19][C:5]1=2)=[O:3])[CH3:32] |f:4.5.6|. Procedure details: Prepared analogously to Example 1 from 11-(chlorocarbonyl)-5,11-dihydro-6H-pyrido[2,3-b][1,4]benzodiazepin-6-one and 2-[2-(diethylamino)ethyl]piperidine in a yield of 37% of theory. Colourless crystals, m.p. 100° C. (D.) (from acetonitrile), Rf 0.25 (Macherey-Nagel, Polygram® SIL G/UV254, pre-coated plastic sheets for TLC; eluant: dichloromethane/,ethyl acetate/cyclohexane/methanol/conc. ammonia 57/25/8/8/1, v/v/v/v/v)